From a dataset of the Open Reaction Database (ORD), a public repository of structured organic reaction records. describe an organic reaction: reactants, conditions, products, and yield Reactants: F[B-](F)(F)F, CC[O+](CC)CC, CNC(=O)Cc1c(F)cccc1F, ClCCl. Product: CCOC(Cc1c(F)cccc1F)=NC. RXN SMILES: [B-:14]([F:15])([F:16])([F:17])[F:18].[CH2:19]([CH3:20])[O+:21]([CH2:22][CH3:23])[CH2:24][CH3:25].[CH3:1][NH:2][C:3]([CH2:4][c:5]1[c:6]([F:12])[cH:7][cH:8][cH:9][c:10]1[F:11])=[O:13].[Cl:26][CH2:27][Cl:28]>>[CH3:1][N:2]=[C:3]([CH2:4][c:5]1[c:6]([F:12])[cH:7][cH:8][cH:9][c:10]1[F:11])[O:13][CH2:19][CH3:20]. The reactants are F[B-](F)(F)F, CC(C)(C)[PH+](C(C)(C)C)C(C)(C)C, Cc1nc(N)cc(Cl)n1, [Cu]I, CCCC[Sn](CCCC)(CCCC)c1nccnc1F, CN(C)C=O, Cl[Pd]Cl. Yields the product Cc1nc(N)cc(-c2nccnc2F)n1. Reaction SMILES: [B-:10]([F:11])([F:12])([F:13])[F:14].[C:15]([PH+:16]([C:17]([CH3:18])([CH3:19])[CH3:20])[C:21]([CH3:22])([CH3:23])[CH3:24])([CH3:25])([CH3:26])[CH3:27].[Cl:1][c:2]1[cH:3][c:4]([NH2:9])[n:5][c:6]([CH3:8])[n:7]1.[Cu:56][I:57].[F:28][c:29]1[n:30][cH:31][cH:32][n:33][c:34]1[Sn:35]([CH2:36][CH2:37][CH2:38][CH3:39])([CH2:40][CH2:41][CH2:42][CH3:43])[CH2:44][CH2:45][CH2:46][CH3:47].[O:48]=[CH:49][N:50]([CH3:51])[CH3:52].[Pd:53]([Cl:54])[Cl:55]>>[c:2]1(-[c:34]2[c:29]([F:28])[n:30][cH:31][cH:32][n:33]2)[cH:3][c:4]([NH2:9])[n:5][c:6]([CH3:8])[n:7]1. Reactants: COC(C1=C(C=C(C=C1Cl)N)Cl)=O (4-Amino-2,6-dichlorobenzoic acid methyl ester), N(=O)[O-].[Na+] (NaNO2), [H+].[B-](F)(F)(F)F (HBF4). Solvent: Cl (HCl). Reaction conditions: temperature 2.5 celsius, time 30 minute. Yields the product COC(C1=C(C=C(C=C1Cl)F)Cl)=O (2,6-dichloro-4-fluorobenzoic acid methyl ester). Reaction SMILES: [CH3:1][O:2][C:3](=[O:13])[C:4]1[C:9]([Cl:10])=[CH:8][C:7](N)=[CH:6][C:5]=1[Cl:12].N([O-])=O.[Na+].[H+].[B-](F)(F)(F)[F:20]>Cl>[CH3:1][O:2][C:3](=[O:13])[C:4]1[C:9]([Cl:10])=[CH:8][C:7]([F:20])=[CH:6][C:5]=1[Cl:12] |f:1.2,3.4|. Procedure details: 4-Amino-2,6-dichlorobenzoic acid methyl ester (0.5 g) was suspended in 15% HCl (10 mL) and stirred for 30 min then cooled to 0-5° C. After addition of NaNO2 (188 mg) in small portions, the mixture was stirred for 30 min at that temperature. Precooled HBF4 (0.46 mL) was added and the mixture was stirred for 30 min. The resulting precipitate was collected and washed successively with cold water, MeOH and ether. The solid was then dried over conc. H2SO4 in a vacuum dessicator for a few days. The so... The reactants are ice, C1(CCCC1)CCCN1CC[C@@H]2C3=C(CC[C@H]12)C(=CC=C3)OC (rac-cis-3-(3-cyclopentyl-propyl)-2,3,3a,4,5,9b-hexahydro-6-methoxy-1H-benzo[e]indole), [OH-].[Na+] (NaOH). Run in Br (HBr). Yields the product C1(CCCC1)CCCN1CC[C@@H]2C3=C(CC[C@H]12)C(=CC=C3)O (rac-cis-3-(3-cyclopentyl-propyl)-2,3,3a,4,5,9b-hexahydro-1H-benzo[e]indol-6-ol). Isolated yield 73.9%. Reaction SMILES: [CH:1]1([CH2:6][CH2:7][CH2:8][N:9]2[C@@H:17]3[C@@H:12]([C:13]4[CH:21]=[CH:20][CH:19]=[C:18]([O:22]C)[C:14]=4[CH2:15][CH2:16]3)[CH2:11][CH2:10]2)[CH2:5][CH2:4][CH2:3][CH2:2]1.[OH-].[Na+]>Br>[CH:1]1([CH2:6][CH2:7][CH2:8][N:9]2[C@@H:17]3[C@@H:12]([C:13]4[CH:21]=[CH:20][CH:19]=[C:18]([OH:22])[C:14]=4[CH2:15][CH2:16]3)[CH2:11][CH2:10]2)[CH2:5][CH2:4][CH2:3][CH2:2]1 |f:1.2|. Procedure: 4.40 g (0.014 mol) of rac-cis-3-(3-cyclopentyl-propyl)-2,3,3a,4,5,9b-hexahydro-6-methoxy-1H-benzo[e]indole were dissolved in 0.16 l of 48% aqueous HBr and boiled under reflux for 17 hours. The mixture was poured on to ~200 g of ice and treated with 180 ml of 28% aqueous NaOH solution. The mixture was extracted three times with CH2Cl2, whereupon the organic phase was washed with water, dried with MgSO4, filtered and concentrated. By chromatography of the residue over silica gel with n-hexane/ethy... Starting materials: Cl (HCl), COC1=C(C=CC=C1)CCOCC(=O)O ([2-(2-methoxyphenyl)ethoxy]acetic acid), [H-].[Al+3].[Li+].[H-].[H-].[H-] (lithium aluminium hydride), [OH-].[Na+] (NaOH). Solvent: O1CCCC1 (tetrahydrofuran), O1CCCC1 (tetrahydrofuran), O (water), O (water). The product is COC1=C(C=CC=C1)CCOCCO (2-[2-(2-Methoxyphenyl)ethoxy]ethanol), SiO2. As a reaction SMILES: [CH3:1][O:2][C:3]1[CH:8]=[CH:7][CH:6]=[CH:5][C:4]=1[CH2:9][CH2:10][O:11][CH2:12][C:13](O)=[O:14].[H-].[Al+3].[Li+].[H-].[H-].[H-].[OH-].[Na+].Cl>O1CCCC1.O>[CH3:1][O:2][C:3]1[CH:8]=[CH:7][CH:6]=[CH:5][C:4]=1[CH2:9][CH2:10][O:11][CH2:12][CH2:13][OH:14] |f:1.2.3.4.5.6,7.8|. Procedure: The solution of 10.1 g of [2-(2-methoxyphenyl)ethoxy]acetic acid in 50 ml of tetrahydrofuran is added dropwise at 0-5° C. to the stirred mixture of 1.76 g of lithium aluminium hydride in 50 ml of tetrahydrofuran. The reaction mixture is stirred at reflux over 5 hours and subsequently cooled to room temperature. 4 ml of water, 4 ml of 2N NaOH and once again 4 ml of water are successively added dropwise. The reaction mixture is poured onto 200 ml of 0.5 M HCl (cold) and extracted with ethyl acetat... RXN SMILES: [CH2:25]([CH3:26])[NH:27][CH2:28][CH3:29].[Cl:1][c:2]1[c:3]([C:20](=[O:21])[O:22][CH2:23][CH3:24])[c:4]([C:16]([F:17])([F:18])[F:19])[n:5][c:6]([C:12]([F:13])([F:14])[Cl:15])[c:7]1[C:8](=[O:9])[O:10][CH3:11].[O:30]=[CH:31][N:32]([CH3:33])[CH3:34]>>[c:2]1([N:27]([CH2:25][CH3:26])[CH2:28][CH3:29])[c:3]([C:20](=[O:21])[O:22][CH2:23][CH3:24])[c:4]([C:16]([F:17])([F:18])[F:19])[n:5][c:6]([C:12]([F:13])([F:14])[Cl:15])[c:7]1[C:8](=[O:9])[O:10][CH3:11]. Product: CCOC(=O)c1c(C(F)(F)F)nc(C(F)(F)Cl)c(C(=O)OC)c1N(CC)CC. Starting materials: CCNCC, CCOC(=O)c1c(C(F)(F)F)nc(C(F)(F)Cl)c(C(=O)OC)c1Cl, CN(C)C=O. Reactants: ClCC=1NC2=C(N1)C=CC=C2 (2-chloromethylbenzimidazole), C(C)(C)N(C(C)C)CC (N,N-diisopropylethylamine), C[Si](CCOCCl)(C)C (2-(trimethylsilyl)ethoxymethyl chloride). Solvent: C1CCOC1 (THF). Run at time 3 day. Product: ClCC1=NC2=C(N1COCC[Si](C)(C)C)C=CC=C2 (2-Chloromethyl-1-(2-trimethylsilylethoxymethyl)-1H-benzimidazole). Yield: 67.7%. As a reaction SMILES: [Cl:1][CH2:2][C:3]1[NH:4][C:5]2[CH:11]=[CH:10][CH:9]=[CH:8][C:6]=2[N:7]=1.C(N(CC)C(C)C)(C)C.[CH3:21][Si:22]([CH3:29])([CH3:28])[CH2:23][CH2:24][O:25][CH2:26]Cl>C1COCC1>[Cl:1][CH2:2][C:3]1[N:4]([CH2:26][O:25][CH2:24][CH2:23][Si:22]([CH3:29])([CH3:28])[CH3:21])[C:5]2[CH:11]=[CH:10][CH:9]=[CH:8][C:6]=2[N:7]=1. Reported procedure: To a stirred solution of 2-chloromethylbenzimidazole (1.89 g, 11.4 mmol) in dry THF (57 mL) was added N,N-diisopropylethylamine (3.00 mL, 17.2 mmol) and 2-(trimethylsilyl)ethoxymethyl chloride (1.90 mL, 10.8 mmol) both via syringe under nitrogen at room temperature. The mixture was stirred for 3 days at which time the solvent was removed in vacuo. The residue was taken up in CH2Cl2 (100 mL) and washed with water (100 mL) and brine (100 mL). The organic layer was dried over sodium sulfate, filter...